The task is: describe an organic reaction: reactants, conditions, products, and yield. This data is from the Open Reaction Database (ORD), a public repository of structured organic reaction records. The reactants are OCc1ccc(Br)cc1, CC(C)(C)[O-], CN(C)C=O, Fc1ccccn1, [K+]. Product: Brc1ccc(COc2ccccn2)cc1. As a reaction SMILES: [Br:1][c:2]1[cH:3][cH:4][c:5]([CH2:6][OH:7])[cH:8][cH:9]1.[CH3:10][C:11]([CH3:12])([O-:13])[CH3:14].[CH3:23][N:24]([CH3:25])[CH:26]=[O:27].[F:16][c:17]1[n:18][cH:19][cH:20][cH:21][cH:22]1.[K+:15]>>[Br:1][c:2]1[cH:3][cH:4][c:5]([CH2:6][O:7][c:17]2[n:18][cH:19][cH:20][cH:21][cH:22]2)[cH:8][cH:9]1. The reactants are [Al+3], O=C(O)C(O)C(O)C(=O)O, C1CCOC1, CCN(CC)C(=O)NC1CC2c3cc(C=O)cc4[nH]cc(c34)CC2N(C)C1, Cl, [H-], [H-], [H-], [H-], [Li+], N. The product is CCN(CC)C(=O)NC1CC2c3cc(CO)cc4[nH]cc(c34)CC2N(C)C1. Reaction SMILES: [Al+3:2].[C:35]([OH:36])(=[O:37])[CH:38]([CH:39]([C:40]([OH:41])=[O:42])[OH:43])[OH:44].[CH2:46]1[O:47][CH2:48][CH2:49][CH2:50]1.[CH2:7]([CH3:8])[N:9]([C:10](=[O:11])[NH:12][CH:13]1[CH2:14][N:15]([CH3:31])[CH:16]2[CH2:17][c:18]3[cH:19][nH:20][c:21]4[cH:22][c:23]([CH:29]=[O:30])[cH:24][c:25]([c:28]34)[CH:26]2[CH2:27]1)[CH2:32][CH3:33].[ClH:34].[H-:1].[H-:4].[H-:5].[H-:6].[Li+:3].[NH3:45]>>[CH2:7]([CH3:8])[N:9]([C:10](=[O:11])[NH:12][CH:13]1[CH2:14][N:15]([CH3:31])[CH:16]2[CH2:17][c:18]3[cH:19][nH:20][c:21]4[cH:22][c:23]([CH2:29][OH:30])[cH:24][c:25]([c:28]34)[CH:26]2[CH2:27]1)[CH2:32][CH3:33]. Starting materials: [Al+3], [H-], [H-], [H-], [H-], [Li+], [Na+], [Na+], C1CCOC1, O, O, O, O, O, O, O, O, O, O, O=S(=O)([O-])[O-], CCOC(=O)c1cnn2ccc3occc3c12. Product: OCc1cnn2ccc3occc3c12. Reaction SMILES: [Al+3:2].[H-:1].[H-:4].[H-:5].[H-:6].[Li+:3].[Na+:39].[Na+:40].[O:41]1[CH2:42][CH2:43][CH2:44][CH2:45]1.[OH2:24].[OH2:25].[OH2:26].[OH2:27].[OH2:28].[OH2:29].[OH2:30].[OH2:31].[OH2:32].[OH2:33].[S:34]([O-:35])([O-:36])(=[O:37])=[O:38].[c:7]1([C:19](=[O:20])[O:21][CH2:22][CH3:23])[cH:8][n:9][n:10]2[c:11]1[c:12]1[c:13]([cH:14][cH:15]2)[o:16][cH:17][cH:18]1>>[c:7]1([CH2:19][OH:20])[cH:8][n:9][n:10]2[c:11]1[c:12]1[c:13]([cH:14][cH:15]2)[o:16][cH:17][cH:18]1.